describe an organic reaction: reactants, conditions, products, and yield From a dataset of the Open Reaction Database (ORD), a public repository of structured organic reaction records. Reactants: C(=O)C=1C=CC(=C(C(=O)OC)C1)C (methyl 5-formyl-2-methylbenzoate), OOS(=O)[O-].[K+] (Oxone), O (Water), Cl (HCl). The solvent is CN(C)C=O (DMF), CCOC(=O)C (EtOAc). Reaction conditions: time 16.75 hour. Product: COC(=O)C=1C=C(C(=O)O)C=CC1C (3-(methoxycarbonyl)-4-methylbenzoic acid). RXN SMILES: [CH:1]([C:3]1[CH:4]=[CH:5][C:6]([CH3:13])=[C:7]([CH:12]=1)[C:8]([O:10][CH3:11])=[O:9])=[O:2].[OH:14]OS([O-])=O.[K+].O.Cl>CN(C=O)C.CCOC(C)=O>[CH3:11][O:10][C:8]([C:7]1[CH:12]=[C:3]([CH:4]=[CH:5][C:6]=1[CH3:13])[C:1]([OH:14])=[O:2])=[O:9] |f:1.2|. Procedure: A mixture of 268 mg of the methyl 5-formyl-2-methylbenzoate and 1.08 g (1.76 mmol) of Oxone in 6 mL of DMF was stirred at r.t. for 16.75 h. Water, 1N HCl, and EtOAc were added, and the aqueous layer was extracted with EtOAc. The combined extracts were dried over Na2SO4, filtered, and concentrated, and 3-(methoxycarbonyl)-4-methylbenzoic acid, which was used for the next reaction without further purification. Reactants: CC(C(=O)Cl)(C)C (Trimethylacetyl-chloride), [Al+3].[Cl-].[Cl-].[Cl-] (AlCl3), ice, Na, C(=O)([O-])C(O)C(O)C(=O)[O-] (tartrate), ClC1=CC=C(CN2C(=CC3=CC(=CC=C23)OCC2=NC3=CC=CC=C3C=C2)CC(C(=O)OC)(C)C)C=C1 (Methyl 3-[N-(4-chlorobenzyl)-5-(quinolin-2-ylmethoxy)indol-2-yl]-2,2-dimethylpropanoate). The solvent is C(Cl)Cl (CH2Cl2), CCOC(=O)C (EtOAc), C(Cl)Cl (CH2Cl2). Run at temperature 0 celsius, time 15 minute. Product: ClC1=CC=C(CN2C(=C(C3=CC(=CC=C23)OCC2=NC3=CC=CC=C3C=C2)C(C)(C)C)CC(C(=O)OC)(C)C)C=C1 (Methyl 3-[N-(4-chlorobenzyl)-3-(1,1-dimethylethyl)-5-(quinolin-2-ylmethoxy)-indol-2-yl]-2,2-dimethylpropanoate). As a reaction SMILES: [CH3:1][C:2](C)([CH3:6])[C:3](Cl)=O.[Al+3].[Cl-].[Cl-].[Cl-].[Cl:12][C:13]1[CH:48]=[CH:47][C:16]([CH2:17][N:18]2[C:26]3[C:21](=[CH:22][C:23]([O:27][CH2:28][C:29]4[CH:38]=[CH:37][C:36]5[C:31](=[CH:32][CH:33]=[CH:34][CH:35]=5)[N:30]=4)=[CH:24][CH:25]=3)[CH:20]=[C:19]2[CH2:39][C:40]([CH3:46])([CH3:45])[C:41]([O:43][CH3:44])=[O:42])=[CH:15][CH:14]=1.C(C(C(C([O-])=O)O)O)([O-])=O>C(Cl)Cl.CCOC(C)=O>[Cl:12][C:13]1[CH:14]=[CH:15][C:16]([CH2:17][N:18]2[C:26]3[C:21](=[CH:22][C:23]([O:27][CH2:28][C:29]4[CH:38]=[CH:37][C:36]5[C:31](=[CH:32][CH:33]=[CH:34][CH:35]=5)[N:30]=4)=[CH:24][CH:25]=3)[C:20]([C:2]([CH3:6])([CH3:3])[CH3:1])=[C:19]2[CH2:39][C:40]([CH3:45])([CH3:46])[C:41]([O:43][CH3:44])=[O:42])=[CH:47][CH:48]=1 |f:1.2.3.4|. Procedure: Trimethylacetyl-chloride (4.23 g, 4.32 mL, 35.09 mmol) was added to a cold suspension (0° C.) of AlCl3 (11.7 g, 87.7 mmol) in dry CH2Cl2 (60 mL) under Ar. The yellow mixture was stirred at 0° C. for 15 minutes, and a solution of 9.00 g (17.54 mmol) of methyl 3-[N-(4-chlorobenzyl)-5-(quinolin-2-ylmethoxy)indol-2-yl]-2,2-dimethylpropanoate (prepared in Step A) in CH2Cl2 (40 mL) was added dropwise (over 10 minutes) at 0° C. The reaction mixture was stirred for 10 minutes and slowly poured onto an i... Reactants: BrCc1ccccc1, CN(C)[S+](N(C)C)N(C)C, CN(C)[S+](N(C)C)N(C)C, C[Si-](C)(C)(F)F, CC#N, FC(F)=C(C(F)(F)F)C(F)(F)F, FC(F)(F)[C-](C(F)(F)F)C(F)(F)F, O. Yields the product FC(F)(F)C(Cc1ccccc1)(C(F)(F)F)C(F)(F)F. As a reaction SMILES: [Br:1][CH2:2][c:3]1[cH:4][cH:5][cH:6][cH:7][cH:8]1.[CH3:22][N:23]([S+:24]([N:25]([CH3:26])[CH3:27])[N:28]([CH3:29])[CH3:30])[CH3:31].[CH3:44][N:45]([CH3:46])[S+:47]([N:48]([CH3:49])[CH3:50])[N:51]([CH3:52])[CH3:53].[CH3:54][Si-:55]([CH3:56])([F:57])([F:58])[CH3:59].[CH3:60][C:61]#[N:62].[F:32][C:33]([F:34])=[C:35]([C:36]([F:37])([F:38])[F:39])[C:40]([F:41])([F:42])[F:43].[F:9][C:10]([C-:11]([C:12]([F:13])([F:14])[F:15])[C:16]([F:17])([F:18])[F:19])([F:20])[F:21].[OH2:63]>>[CH2:2]([c:3]1[cH:4][cH:5][cH:6][cH:7][cH:8]1)[C:11]([C:10]([F:9])([F:20])[F:21])([C:12]([F:13])([F:14])[F:15])[C:16]([F:17])([F:18])[F:19]. The reactants are BrC1=NC=CC=C1 (2-Bromopyridine), OC1=CC=C(C(=O)OCC)C=C1 (ethyl 4-hydroxybenzoate), C([O-])([O-])=O.[K+].[K+] (potassium carbonate), aqueous solution, [OH-].[Na+] (sodium hydroxide). Reaction conditions: time 6 hour. The product is C(C)OC(=O)C1=CC=C(OC2=NC=CC=C2)C=C1 (2-(4-Ethoxycarbonylphenoxy)pyridine). Isolated yield 25.9%. RXN SMILES: Br[C:2]1[CH:7]=[CH:6][CH:5]=[CH:4][N:3]=1.[OH:8][C:9]1[CH:19]=[CH:18][C:12]([C:13]([O:15][CH2:16][CH3:17])=[O:14])=[CH:11][CH:10]=1.C(=O)([O-])[O-].[K+].[K+].[OH-].[Na+]>>[CH2:16]([O:15][C:13]([C:12]1[CH:18]=[CH:19][C:9]([O:8][C:2]2[CH:7]=[CH:6][CH:5]=[CH:4][N:3]=2)=[CH:10][CH:11]=1)=[O:14])[CH3:17] |f:2.3.4,5.6|. Reported procedure: 2-Bromopyridine (1.98 mL, 20.0 mmol), ethyl 4-hydroxybenzoate (6.71 g, 40.0 mmol) and potassium carbonate (2.78 g, 20.0 mmol) were mixed and the mixture was stirred for 6 hours at 150° C. to 160° C. After allowed to stand for cooling, 20 mL of 8% aqueous solution of sodium hydroxide were added to the reaction mixture, which was extracted with diethyl ether. The extracted solution was dried over anhydrous sodium sulfate and then concentrated. The residue was purified by silica gel chromatography ... Starting materials: NC1=CC=C(C=CC(=O)OCC)C=C1 (ethyl p-aminocinnamate), CN(P(=O)(N(C)C)N(C)C)C (hexamethylphosphoramide), BrCCCCC1CCCCCC1 (4-bromobutylcycloheptane), C([O-])([O-])=O.[K+].[K+] (potassium carbonate). Solvent: O (water). Yields the product C1CCC(CCC1)CCCCNC1=CC=C(C=CC(=O)OCC)C=C1 (ethyl 4-[(4-cycloheptyl)butylamino]-cinnamate). As a reaction SMILES: [NH2:1][C:2]1[CH:14]=[CH:13][C:5]([CH:6]=[CH:7][C:8]([O:10][CH2:11][CH3:12])=[O:9])=[CH:4][CH:3]=1.Br[CH2:16][CH2:17][CH2:18][CH2:19][CH:20]1[CH2:26][CH2:25][CH2:24][CH2:23][CH2:22][CH2:21]1.C(=O)([O-])[O-].[K+].[K+].CN(C)P(N(C)C)(N(C)C)=O>O>[CH2:24]1[CH2:23][CH2:22][CH2:21][CH:20]([CH2:19][CH2:18][CH2:17][CH2:16][NH:1][C:2]2[CH:3]=[CH:4][C:5]([CH:6]=[CH:7][C:8]([O:10][CH2:11][CH3:12])=[O:9])=[CH:13][CH:14]=2)[CH2:26][CH2:25]1 |f:2.3.4|. Reported procedure: A mixture of ethyl p-aminocinnamate, 5.9 g. 4-bromobutylcycloheptane and one equivalent of anhydrous powdered potassium carbonate in 50 ml. hexamethylphosphoramide is heated for 20 hours at 60° C. The mixture is then cooled, diluted with water and extracted with ether. The combined ether extracts are dried, filtered and evaporated. Crystallization from acetonitrile provides the title compound as white crystals. Starting materials: O=C([O-])O, CC(C)(C#N)c1cccc(C(=O)Cl)c1, Nc1cc(O)c(Cl)cc1F, [Na+], C1CCOC1. The product is CC(C)(C#N)c1cccc(C(=O)Nc2cc(O)c(Cl)cc2F)c1. Reaction SMILES: [C:11](=[O:12])([O-:13])[OH:14].[C:16](#[N:17])[C:18]([CH3:19])([CH3:20])[c:21]1[cH:22][c:23]([C:24](=[O:25])[Cl:26])[cH:27][cH:28][cH:29]1.[NH2:1][c:2]1[c:3]([F:10])[cH:4][c:5]([Cl:9])[c:6]([OH:8])[cH:7]1.[Na+:15].[O:30]1[CH2:31][CH2:32][CH2:33][CH2:34]1>>[NH:1]([c:2]1[c:3]([F:10])[cH:4][c:5]([Cl:9])[c:6]([OH:8])[cH:7]1)[C:24]([c:23]1[cH:22][c:21]([C:18]([C:16]#[N:17])([CH3:19])[CH3:20])[cH:29][cH:28][cH:27]1)=[O:25]. The reactants are C(C)(=O)OCCNC1=C(C(=NC(=C1C)C)OC1=CC=CC=C1)N (1-[(3-Amino-5,6-dimethyl-2-phenoxypyridin-4-yl)amino]eth-2-yl acetate), C(C)(OCC)(OCC)OCC (triethyl orthoacetate). The reagents and catalysts are Cl.N1=CC=CC=C1 (pyridine hydrochloride). The solvent is C1(=CC=CC=C1)C (toluene). Conditions: temperature 95 celsius. Yields the product C(C)(=O)OCCN1C(=NC=2C(=NC(=C(C21)C)C)OC2=CC=CC=C2)C (1-[2,6,7-Trimethyl-4-phenoxy-1H-imidazo[4,5-c]pyridin-1-yl]eth-2-yl Acetate). Yield: 97.4%. Reaction SMILES: [C:1]([O:4][CH2:5][CH2:6][NH:7][C:8]1[C:13]([CH3:14])=[C:12]([CH3:15])[N:11]=[C:10]([O:16][C:17]2[CH:22]=[CH:21][CH:20]=[CH:19][CH:18]=2)[C:9]=1[NH2:23])(=[O:3])[CH3:2].[C:24](OCC)(OCC)(OCC)[CH3:25]>Cl.N1C=CC=CC=1.C1(C)C=CC=CC=1>[C:1]([O:4][CH2:5][CH2:6][N:7]1[C:8]2[C:13]([CH3:14])=[C:12]([CH3:15])[N:11]=[C:10]([O:16][C:17]3[CH:18]=[CH:19][CH:20]=[CH:21][CH:22]=3)[C:9]=2[N:23]=[C:24]1[CH3:25])(=[O:3])[CH3:2] |f:2.3|. Procedure details: 1-[(3-Amino-5,6-dimethyl-2-phenoxypyridin-4-yl)amino]eth-2-yl acetate (10.5 g, 33.29 mmol), toluene (100 mL), pyridine hydrochloride (0.077 g, 0.6659 mmol), and triethyl orthoacetate (9.1 mL, 49.94 mmol) were combined with stirring and the resulting mixture was heated to a gentle reflux (about 95° C.) for 1.5 hours. The reaction was complete. The resulting reaction mixture was concentrated under reduced pressure to white solids, which were dissolved in ethyl acetate. The ethyl acetate solution w... Starting materials: O1C=CC=2CN(CCC21)C(CCCC2=CC=CC=C2)=O (1-(6,7-dihydro-4H-furo[3,2-c]pyridin-5-yl)-4-phenylbutan-1-one), CNC (dimethylamine), C=O (formaldehyde). The solvent is C(C)(=O)O (acetic acid). Conditions: temperature 100 celsius, time 30 minute. Product: CN(C)CC1=CC=2CN(CCC2O1)C(CCCC1=CC=CC=C1)=O (1-(2-dimethylaminomethyl-6,7-dihydro-4H-furo[3,2-c]pyridin-5-yl)-4-phenylbutan-1-one). RXN SMILES: [O:1]1[C:9]2[CH2:8][CH2:7][N:6]([C:10](=[O:20])[CH2:11][CH2:12][CH2:13][C:14]3[CH:19]=[CH:18][CH:17]=[CH:16][CH:15]=3)[CH2:5][C:4]=2[CH:3]=[CH:2]1.[CH3:21][NH:22][CH3:23].[CH2:24]=O>C(O)(=O)C>[CH3:21][N:22]([CH2:24][C:2]1[O:1][C:9]2[CH2:8][CH2:7][N:6]([C:10](=[O:20])[CH2:11][CH2:12][CH2:13][C:14]3[CH:15]=[CH:16][CH:17]=[CH:18][CH:19]=3)[CH2:5][C:4]=2[CH:3]=1)[CH3:23]. Procedure: To a solution of 0.160 g (0.594 mmol) of 1-(6,7-dihydro-4H-furo[3,2-c]pyridin-5-yl)-4-phenylbutan-1-one in 20 ml of acetic acid, 0.080 ml (0.88 mmol) of 50% aqueous dimethylamine and 0.072 ml (0.88 mmol) of 37% aqueous formaldehyde were added, followed by stirring at 100° C. for 30 minutes. After the solvent was distilled off under reduced pressure, the residual solution was alkalified with aqueous sodium hydroxide and extracted with dichloromethane 2 times. The combined organic layer was washed... Starting materials: ClC1=NC2=CC=C(C=C2C=C1C(=O)O)Cl (2,6-dichloroquinoline-3-carboxylic acid), NC1=CC=C(CC(N)C(=O)O)C=C1 (4-amino-DL-phenylalanine). The product is NC1=CC=C(C=C1)CC(C(=O)O)NC1=NC2=CC=C(C=C2C=C1C(=O)O)Cl (2-[2-(4-Amino-phenyl)-1-carboxy-ethylamino]-6-chloro-quinoline-3-carboxylic acid). As a reaction SMILES: Cl[C:2]1[C:11]([C:12]([OH:14])=[O:13])=[CH:10][C:9]2[C:4](=[CH:5][CH:6]=[C:7]([Cl:15])[CH:8]=2)[N:3]=1.[NH2:16][C:17]1[CH:28]=[CH:27][C:20]([CH2:21][CH:22]([C:24]([OH:26])=[O:25])[NH2:23])=[CH:19][CH:18]=1>>[NH2:16][C:17]1[CH:18]=[CH:19][C:20]([CH2:21][CH:22]([NH:23][C:2]2[C:11]([C:12]([OH:14])=[O:13])=[CH:10][C:9]3[C:4](=[CH:5][CH:6]=[C:7]([Cl:15])[CH:8]=3)[N:3]=2)[C:24]([OH:26])=[O:25])=[CH:27][CH:28]=1. Procedure details: In close analogy to the procedure described in Example 1, 2,6-dichloroquinoline-3-carboxylic acid is reacted with 4-amino-DL-phenylalanine and crude product is separated by flash chromatography on SiO2 to provide the title compound in good yield.